This data is from the Open Reaction Database (ORD), a public repository of structured organic reaction records. The task is: describe an organic reaction: reactants, conditions, products, and yield Starting materials: C(C)(C)(C)OC(=O)C1=C(SC=2COC(CC21)CN)N (2-amino-5-aminomethyl-4,7-dihydro-5H-thieno[2,3-c]pyran-3-carboxylic acid tert-butyl ester), [N+](=O)([O-])C=1C=C(C(C(=O)O)=CC1)C(=O)O (4-nitrophthalic acid), C(C)(C)N(CC)C(C)C (diisopropylethylamine), C(C)(C)N=C=NC(C)C (1,3-diisopropylcarbodiimide). The solvent is C(C)(=O)OCC (ethyl acetate), O1CCCC1 (tetrahydrofuran). Conditions: time 10 second. The product is C(C)(C)(C)OC(=O)C1=C(SC=2COC(CC21)CN2C(C1=CC=C(C=C1C2=O)[N+](=O)[O-])=O)N (2-amino-5-(5-nitro-1,3-dioxo-1,3-dihydro-isoindol-2-ylmethyl)-4,7-dihydro-5H-thieno[2,3-c]pyran-3-carboxylic acid tert-butyl ester). Reaction SMILES: [C:1]([O:5][C:6]([C:8]1[C:16]2[CH2:15][CH:14]([CH2:17][NH2:18])[O:13][CH2:12][C:11]=2[S:10][C:9]=1[NH2:19])=[O:7])([CH3:4])([CH3:3])[CH3:2].[N+:20]([C:23]1[CH:24]=[C:25]([C:32](O)=[O:33])[C:26](=[CH:30][CH:31]=1)[C:27](O)=[O:28])([O-:22])=[O:21].C(N(C(C)C)CC)(C)C.C(N=C=NC(C)C)(C)C>O1CCCC1.C(OCC)(=O)C>[C:1]([O:5][C:6]([C:8]1[C:16]2[CH2:15][CH:14]([CH2:17][N:18]3[C:32](=[O:33])[C:25]4[C:26](=[CH:30][CH:31]=[C:23]([N+:20]([O-:22])=[O:21])[CH:24]=4)[C:27]3=[O:28])[O:13][CH2:12][C:11]=2[S:10][C:9]=1[NH2:19])=[O:7])([CH3:4])([CH3:2])[CH3:3]. Procedure details: In a 4-ml scintillating vial, a solution of 2-amino-5-aminomethyl-4,7-dihydro-5H-thieno[2,3-c]pyran-3-carboxylic acid tert-butyl ester (58 mg, 0.2 mmol) in tetrahydrofuran (2.0 ml) was treated with 4-nitrophthalic acid (63 mg, 0.3 mmol), diisopropylethylamine (190 μl, 1.1 mmol), and 1,3-diisopropylcarbodiimide (120 μl, 0.77 mmol). The reaction mixture was shaken vigorously for 10 seconds before being stirred at 50° C. for 43 hours and at room temperature for 20 h. The solution was diluted with e... Procedure details: 5-(3-{3-bromo-5-methylsulfanyl-2-[2-(4-methyl-thiazol-5-yl)-ethoxy]-benzylamino}-propylamino)-4H-thieno[3,2-b]pyridine-7-one was prepared by reductive amination of the aldehyde prepared in Example 4 with amine XVIII following method C, Scheme 1. 1H NMR (400 MHz, CD3OD) δ 8.75 (1H, s), 7.70 (1H, d), 7.41 (1H, s), 7.29 (1H, s), 6.98 (1H, d), 5.59 (1H, s), 4.13 (2H, t), 3.72 (2H, s), 3.33 (4H, m), 2.65 (2H, t), 2.46 (3H, s), 2.40 (3H, s), 1.73 (2H, d). Reactants: BrC=1C(=C(C=O)C=C(C1)SC)OCCC1=C(N=CS1)C (3-Bromo-5-methylsulfanyl-2-[2-(4-methyl-thiazol-5-yl)-ethoxy]-benzaldehyde), Cl.NCCCNC1=CC(C2=C(N1)C=CS2)=O (5-(3-amino-propylamino)-4H-thieno[3,2-b]pyridine-7-one hydrochloride salt). Reaction SMILES: [Br:1][C:2]1[C:3]([O:12][CH2:13][CH2:14][C:15]2[S:19][CH:18]=[N:17][C:16]=2[CH3:20])=[C:4]([CH:7]=[C:8]([S:10][CH3:11])[CH:9]=1)[CH:5]=O.Cl.[NH2:22][CH2:23][CH2:24][CH2:25][NH:26][C:27]1[NH:32][C:31]2[CH:33]=[CH:34][S:35][C:30]=2[C:29](=[O:36])[CH:28]=1>>[Br:1][C:2]1[C:3]([O:12][CH2:13][CH2:14][C:15]2[S:19][CH:18]=[N:17][C:16]=2[CH3:20])=[C:4]([CH:7]=[C:8]([S:10][CH3:11])[CH:9]=1)[CH2:5][NH:22][CH2:23][CH2:24][CH2:25][NH:26][C:27]1[NH:32][C:31]2[CH:33]=[CH:34][S:35][C:30]=2[C:29](=[O:36])[CH:28]=1 |f:1.2|. Yields the product BrC=1C(=C(CNCCCNC2=CC(C3=C(N2)C=CS3)=O)C=C(C1)SC)OCCC1=C(N=CS1)C (5-(3-{3-bromo-5-methylsulfanyl-2-[2-(4-methyl-thiazol-5-yl)-ethoxy]-benzylamino}-propylamino)-4H-thieno[3,2-b]pyridine-7-one). The reactants are CN(C(C1=CC=CC=C1)=O)CC(CCN1CCC(CC1)C(=O)C1=NC2=C(N1)C=CC=C2)C2=CC=CC=C2 (N-methyl-N-(4-(4-(1H-benzimidazole-2-carbonyl)piperidin-1-yl)-2-phenylbutyl)benzamide), Cl.C(C1=CC=CC=C1)N1C(=NC=C1)CCl (1-benzyl-imidazol-2-ylmethylchloride hydrochloride). The product is CN(C(C1=CC=CC=C1)=O)CC(CCN1CCC(CC1)C(=O)C1=NC2=C(N1CC=1NC=CN1)C=CC=C2)C2=CC=CC=C2 (N-Methyl-N-(4-(4-(1-(imidazol-2-ylmethyl)-1H-benzimidazole-2-carbonyl)piperidin-1-yl)-2-phenylbutyl)benzamide). As a reaction SMILES: [CH3:1][N:2]([CH2:11][CH:12]([C:32]1[CH:37]=[CH:36][CH:35]=[CH:34][CH:33]=1)[CH2:13][CH2:14][N:15]1[CH2:20][CH2:19][CH:18]([C:21]([C:23]2[NH:27][C:26]3[CH:28]=[CH:29][CH:30]=[CH:31][C:25]=3[N:24]=2)=[O:22])[CH2:17][CH2:16]1)[C:3](=[O:10])[C:4]1[CH:9]=[CH:8][CH:7]=[CH:6][CH:5]=1.Cl.C([N:46]1[CH:50]=[CH:49][N:48]=[C:47]1[CH2:51]Cl)C1C=CC=CC=1>>[CH3:1][N:2]([CH2:11][CH:12]([C:32]1[CH:37]=[CH:36][CH:35]=[CH:34][CH:33]=1)[CH2:13][CH2:14][N:15]1[CH2:16][CH2:17][CH:18]([C:21]([C:23]2[N:27]([CH2:51][C:47]3[NH:46][CH:50]=[CH:49][N:48]=3)[C:26]3[CH:28]=[CH:29][CH:30]=[CH:31][C:25]=3[N:24]=2)=[O:22])[CH2:19][CH2:20]1)[C:3](=[O:10])[C:4]1[CH:9]=[CH:8][CH:7]=[CH:6][CH:5]=1 |f:1.2|. Procedure: Prepare by the method of Example 21.1 using N-methyl-N-(4-(4-(1H-benzimidazole-2-carbonyl)piperidin-1-yl)-2-phenylbutyl)benzamide and 1-benzyl-imidazol-2-ylmethylchloride hydrochloride to give the title compound. Reactants: CC(C)(C)c1cc(C(=O)OCCN)cc(C(C)(C)C)c1O, CC(C)(C)c1cc(C(=O)O)cc(C(C)(C)C)c1O, C(=NC1CCCCC1)=NC1CCCCC1, C1CCOC1. The product is CC(C)(C)c1cc(C(=O)NCCOC(=O)c2cc(C(C)(C)C)c(O)c(C(C)(C)C)c2)cc(C(C)(C)C)c1O. RXN SMILES: [C:19]([CH3:20])([CH3:21])([CH3:22])[c:23]1[cH:24][c:25]([C:26](=[O:27])[O:28][CH2:29][CH2:30][NH2:31])[cH:32][c:33]([C:36]([CH3:37])([CH3:38])[CH3:39])[c:34]1[OH:35].[C:1]([CH3:2])([CH3:3])([CH3:4])[c:5]1[cH:6][c:7]([C:8](=[O:9])[OH:10])[cH:11][c:12]([C:15]([CH3:16])([CH3:17])[CH3:18])[c:13]1[OH:14].[CH:40]1([N:41]=[C:42]=[N:43][CH:44]2[CH2:45][CH2:46][CH2:47][CH2:48][CH2:49]2)[CH2:50][CH2:51][CH2:52][CH2:53][CH2:54]1.[O:55]1[CH2:56][CH2:57][CH2:58][CH2:59]1>>[C:1]([CH3:2])([CH3:3])([CH3:4])[c:5]1[cH:6][c:7]([C:8](=[O:9])[NH:31][CH2:30][CH2:29][O:28][C:26]([c:25]2[cH:24][c:23]([C:19]([CH3:20])([CH3:21])[CH3:22])[c:34]([OH:35])[c:33]([C:36]([CH3:37])([CH3:38])[CH3:39])[cH:32]2)=[O:27])[cH:11][c:12]([C:15]([CH3:16])([CH3:17])[CH3:18])[c:13]1[OH:14]. Starting materials: CCOC(=O)c1c(Cl)nc2nn(Cc3ccc(OC)cc3)cc2c1Cl, C1CCOC1, CCO, N. The product is CCOC(=O)c1c(Cl)nc2nn(Cc3ccc(OC)cc3)cc2c1N. As a reaction SMILES: [CH2:1]([CH3:2])[O:3][C:4](=[O:5])[c:6]1[c:7]([Cl:25])[c:8]2[c:9]([n:10][c:11]1[Cl:12])[n:13][n:14]([CH2:16][c:17]1[cH:18][cH:19][c:20]([O:23][CH3:24])[cH:21][cH:22]1)[cH:15]2.[CH2:30]1[O:31][CH2:32][CH2:33][CH2:34]1.[CH3:27][CH2:28][OH:29].[NH3:26]>>[CH2:1]([CH3:2])[O:3][C:4](=[O:5])[c:6]1[c:7]([NH2:26])[c:8]2[c:9]([n:10][c:11]1[Cl:12])[n:13][n:14]([CH2:16][c:17]1[cH:18][cH:19][c:20]([O:23][CH3:24])[cH:21][cH:22]1)[cH:15]2. The reactants are NCC1(CCN(CC1)CC1=CC=CC=C1)CN (C-(4-Aminomethyl-1-benzyl-piperidin-4-yl)-methylamine), CO (MeOH), OO (H2O2), [O-]Cl.[Na+] (NaClO). Run in O (H2O). Reaction conditions: time 1 hour. Yields the product C(C1=CC=CC=C1)N1CCC2(CN=NC2)CC1 (8-Benzyl-2,3,8-triaza-spiro[4.5]dec-2-ene). The yield is 90.3%. RXN SMILES: [NH2:1][CH2:2][C:3]1([CH2:16][NH2:17])[CH2:8][CH2:7][N:6]([CH2:9][C:10]2[CH:15]=[CH:14][CH:13]=[CH:12][CH:11]=2)[CH2:5][CH2:4]1.CO.OO.[O-]Cl.[Na+]>O>[CH2:9]([N:6]1[CH2:5][CH2:4][C:3]2([CH2:2][N:1]=[N:17][CH2:16]2)[CH2:8][CH2:7]1)[C:10]1[CH:15]=[CH:14][CH:13]=[CH:12][CH:11]=1 |f:3.4|. Procedure: 2.48 g of C-(4-Aminomethyl-1-benzyl-piperidin-4-yl)-methylamine was suspended in 40 mL H2O and 10 mL MeOH and cooled with an ice bath. Simultaneously, 6.7 mL 30% H2O2 (6 equiv.) and 15.2 mL 10% NaClO (2.4 equiv.) were added dropwise. The mixture was stirred at room temperature for 1 hour. The mixture was extracted 2 times with DCM, the combined organic layers were dried over Na2SO4, filtrated and concentrated to yield 2.20 g of a yellow oil which was used without further purification in the subs...